From a dataset of the Open Reaction Database (ORD), a public repository of structured organic reaction records. describe an organic reaction: reactants, conditions, products, and yield Starting materials: CCO, CC(C)(C)OC(=O)NN, C=CS(=O)(=O)c1ccccc1. Product: CC(C)(C)OC(=O)NNCCS(=O)(=O)c1ccccc1. RXN SMILES: [CH3:21][CH2:22][OH:23].[NH:1]([NH2:2])[C:3](=[O:4])[O:5][C:6]([CH3:7])([CH3:8])[CH3:9].[c:10]1([S:16](=[O:17])(=[O:18])[CH:19]=[CH2:20])[cH:11][cH:12][cH:13][cH:14][cH:15]1>>[NH:1]([NH:2][CH2:20][CH2:19][S:16]([c:10]1[cH:11][cH:12][cH:13][cH:14][cH:15]1)(=[O:17])=[O:18])[C:3](=[O:4])[O:5][C:6]([CH3:7])([CH3:8])[CH3:9]. The reactants are Cc1ccc(S(=O)(=O)Cl)cc1, O=Cc1cccc2[nH]ccc12. Yields the product Cc1ccc(S(=O)(=O)n2ccc3c(C=O)cccc32)cc1. Reaction SMILES: [c:12]1([CH3:22])[cH:13][cH:14][c:15]([S:18](=[O:19])(=[O:20])[Cl:21])[cH:16][cH:17]1.[nH:1]1[cH:2][cH:3][c:4]2[c:5]([CH:10]=[O:11])[cH:6][cH:7][cH:8][c:9]12>>[n:1]1([S:18]([c:15]2[cH:14][cH:13][c:12]([CH3:22])[cH:17][cH:16]2)(=[O:19])=[O:20])[cH:2][cH:3][c:4]2[c:5]([CH:10]=[O:11])[cH:6][cH:7][cH:8][c:9]12. Starting materials: p-tosylic acid monohydrate, ClC=1C=C(C=CC1Cl)C=1SC=C(C1O)C(=O)C (2-(3,4-dichlorophenyl)-3-hydroxy-4-methylcarbonylthiophene), N1(CCOCC1)C(=O)C1=CC=C(S1)C(=O)NN (5-(morpholine-4-carbonyl)thiophene-2-carbohydrazide). The solvent is C(C)(C)O (isopropyl alcohol). The product is ClC=1C=C(C=CC1Cl)C1=C(C(=CS1)C(C)=NNC(=O)C=1SC(=CC1)C(=O)N1CCOCC1)O (5-(Morpholine-4-carbonyl)thiophene-2-carboxylic acid {1-[5-(3,4-dichlorophenyl)-4-hydroxythiophen-3-yl]ethylidene}hydrazide). Yield: 86.0%. As a reaction SMILES: [Cl:1][C:2]1[CH:3]=[C:4]([C:9]2[S:10][CH:11]=[C:12]([C:15]([CH3:17])=O)[C:13]=2[OH:14])[CH:5]=[CH:6][C:7]=1[Cl:8].[N:18]1([C:24]([C:26]2[S:30][C:29]([C:31]([NH:33][NH2:34])=[O:32])=[CH:28][CH:27]=2)=[O:25])[CH2:23][CH2:22][O:21][CH2:20][CH2:19]1>C(O)(C)C>[Cl:1][C:2]1[CH:3]=[C:4]([C:9]2[S:10][CH:11]=[C:12]([C:15](=[N:34][NH:33][C:31]([C:29]3[S:30][C:26]([C:24]([N:18]4[CH2:23][CH2:22][O:21][CH2:20][CH2:19]4)=[O:25])=[CH:27][CH:28]=3)=[O:32])[CH3:17])[C:13]=2[OH:14])[CH:5]=[CH:6][C:7]=1[Cl:8]. Reported procedure: 28 mg of 2-(3,4-dichlorophenyl)-3-hydroxy-4-methylcarbonylthiophene and 26 mg of 5-(morpholine-4-carbonyl)thiophene-2-carbohydrazide prepared in Reference Synthetic Example 2 were heated in isopropyl alcohol with 3 mg of p-tosylic acid monohydrate at 105° C. for 18 hours and cooled to room temperature. The precipitated solid was recovered by filtration and washed with 1 mL of isopropyl alcohol, and the resulting crystals were dried to give the desired product (yield 86%). Product: C(C)OC(CC(C=O)Br)=O (3-bromosuccinaldehydic acid ethyl ester). Reported procedure: To a 0-5° C. mechanically-stirred solution in diethyl ether (100 mL) of succinaldehydic acid ethyl ester (10.0 g, 77 mmol) was added bromine (3.9 g, 151 mmol) over 2.5 hours. The reaction mixture was stirred for an additional 1.25 hours and the ether was distilled at atmospheric pressure. The remaining yellow oil was distilled (6.0-6.5 mm Hg, bp 95-101° C.) to give 3-bromosuccinaldehydic acid ethyl ester (10.7 g, 66%). Isolated yield 66.5%. The reactants are C(C)OC(CCC=O)=O (succinaldehydic acid ethyl ester), BrBr (bromine). Reaction SMILES: [CH2:1]([O:3][C:4](=[O:9])[CH2:5][CH2:6][CH:7]=[O:8])[CH3:2].[Br:10]Br>C(OCC)C>[CH2:1]([O:3][C:4](=[O:9])[CH2:5][CH:6]([Br:10])[CH:7]=[O:8])[CH3:2]. The solvent is C(C)OCC (diethyl ether). Conditions: time 1.25 hour. The reactants are [H-].[Na+] (NaH), CCOC(=O)C.CCCCCC (EtOAc hexane), CO (methanol), ClC=1C=C(C#N)C=C(N1)Cl (2,6-dichloroisonicotinonitrile). Solvent: CN1CCCC1 (N-methylpyrrolidine). Run at time 30 minute. The product is ClC=1C=C(C#N)C=C(N1)OC (2-chloro-6-methoxyisonicotinonitrile). As a reaction SMILES: [H-].[Na+].CO.[Cl:5][C:6]1[CH:7]=[C:8]([CH:11]=[C:12](Cl)[N:13]=1)[C:9]#[N:10].C[CH2:16][O:17]C(C)=O.CCCCCC>CN1CCCC1>[Cl:5][C:6]1[CH:7]=[C:8]([CH:11]=[C:12]([O:17][CH3:16])[N:13]=1)[C:9]#[N:10] |f:0.1,4.5|. Procedure: In a 25-mL, 3N round-bottomed flask equipped with thermometer pocket fitted with an nitrogen inlet and a rubber septum, NaH (0.112 g, 1.0 eq.), methanol (0.11 mL, 1.0 eq.), suspended in N-methylpyrrolidine (5 mL). The reaction mixture was stir at 25-30 C for 30 minutes. To this reaction mixture 2,6-dichloroisonicotinonitrile was added at 0-5 C. The progress of the reaction was followed by TLC analysis on silica gel with 10% EtOAc-hexane as mobile phase which shows that starting material was cons... Reactants: OCCBr, CC(C)(C)OC(=O)N1CCC2(CC1)CC(=O)N(O)C2=O. The product is CC(C)(C)OC(=O)N1CCC2(CC1)CC(=O)N(OCCO)C2=O. RXN SMILES: [Br:21][CH2:22][CH2:23][OH:24].[C:1]([CH3:2])([CH3:3])([CH3:4])[O:5][C:6](=[O:7])[N:8]1[CH2:9][CH2:10][C:11]2([CH2:12][C:13](=[O:18])[N:14]([OH:17])[C:15]2=[O:16])[CH2:19][CH2:20]1>>[C:1]([CH3:2])([CH3:3])([CH3:4])[O:5][C:6](=[O:7])[N:8]1[CH2:9][CH2:10][C:11]2([CH2:12][C:13](=[O:18])[N:14]([O:17][CH2:22][CH2:23][OH:24])[C:15]2=[O:16])[CH2:19][CH2:20]1. The reactants are N=1C(=CC=CC1C)C, O=C(O)C1CCCCC1. The reagents and catalysts are O=S(=O)(O)OOS(=O)(=O)O.N. Solvent: O, O=S(C)C. Run at temperature 40 celsius, time 16 hour. Yields the product N=1C(=CC(=CC1C)C2CCCCC2)C. The yield is 50.0%. Starting materials: [Mg+]Cc1ccccc1, [Cl-], O=C1c2ccccc2-c2ccccc21. Product: OC1(Cc2ccccc2)c2ccccc2-c2ccccc21. Reaction SMILES: [CH2:2]([c:3]1[cH:4][cH:5][cH:6][cH:7][cH:8]1)[Mg+:9].[Cl-:1].[cH:10]1[cH:11][cH:12][cH:13][c:14]2[c:22]1[C:21](=[O:23])[c:20]1[c:15]-2[cH:16][cH:17][cH:18][cH:19]1>>[CH2:2]([c:3]1[cH:4][cH:5][cH:6][cH:7][cH:8]1)[C:21]1([OH:23])[c:20]2[c:15]([cH:16][cH:17][cH:18][cH:19]2)-[c:14]2[cH:13][cH:12][cH:11][cH:10][c:22]21. The reactants are Cl.NCC(=O)NC(C1=CC=CC=C1)C1=CC=C(C=C1)Cl (rac-2-amino-N-[(4-chloro-phenyl)-phenyl-methyl]-acetamide hydrochloride), S1C=C(C=C1)C(=O)O (3-thiophenecarboxylic acid). Yields the product ClC1=CC=C(C=C1)C(C1=CC=CC=C1)NC(=O)CNC(=O)C1=CSC=C1 (rac-Thiophene-3-carboxylic acid ({[(4-chloro-phenyl)-phenyl-methyl]-carbamoyl}-methyl)-amide). RXN SMILES: Cl.[NH2:2][CH2:3][C:4]([NH:6][CH:7]([C:14]1[CH:19]=[CH:18][C:17]([Cl:20])=[CH:16][CH:15]=1)[C:8]1[CH:13]=[CH:12][CH:11]=[CH:10][CH:9]=1)=[O:5].[S:21]1[CH:25]=[CH:24][C:23]([C:26](O)=[O:27])=[CH:22]1>>[Cl:20][C:17]1[CH:18]=[CH:19][C:14]([CH:7]([NH:6][C:4]([CH2:3][NH:2][C:26]([C:23]2[CH:24]=[CH:25][S:21][CH:22]=2)=[O:27])=[O:5])[C:8]2[CH:13]=[CH:12][CH:11]=[CH:10][CH:9]=2)=[CH:15][CH:16]=1 |f:0.1|. Procedure details: Prepared in analogy to example 1.12 from rac-2-amino-N-[(4-chloro-phenyl)-phenyl-methyl]-acetamide hydrochloride (Example 3.1) and 3-thiophenecarboxylic acid.